Task: describe an organic reaction: reactants, conditions, products, and yield. Dataset: the Open Reaction Database (ORD), a public repository of structured organic reaction records Starting materials: CNC1C(CCCC1)NC (N1,N2-dimethylcyclohexane-1,2-diamine), ClC1=CC(NC=C1)=O (4-chloropyridin-2(1H)-one), BrC1=CC(=C(OCOCC[Si](C)(C)C)C=C1)OC ((2-((4-bromo-2-methoxyphenoxy)methoxy)ethyl)trimethylsilane), [O-]P(=O)([O-])[O-].[K+].[K+].[K+] (K3PO4). Procedure: N1,N2-dimethylcyclohexane-1,2-diamine (140 μL, 0.81 mmol) was added to a mixture of commercially available 4-chloropyridin-2(1H)-one (150 mg, 1.16 mmol), (2-((4-bromo-2-methoxyphenoxy)methoxy)ethyl)trimethylsilane (463 mg, 1.39 mmol), preparation described in Part G of Procedure 1, K3PO4 (737 mg, 3.47 mmol), and Copper (I) Iodide (154 mg, 0.81 mmol) in Dioxane (6 mL). The mixture was stirred at 100° C. overnight. The reaction was diluted with DCM, washed with sat. NaHCO3, dried (Na2SO4), and con... Yields the product ClC1=CC(N(C=C1)C1=CC(=C(C=C1)OCOCC[Si](C)(C)C)OC)=O (4-chloro-1-(3-methoxy-4-((2-(trimethylsilyl)ethoxy)methoxy)phenyl)pyridin-2(1H)-one). Conditions: temperature 100 celsius, time 8 hour. Reagents/catalysts: [Cu]I (Copper (I) Iodide). RXN SMILES: CNC1CCCCC1NC.[Cl:11][C:12]1[CH:17]=[CH:16][NH:15][C:14](=[O:18])[CH:13]=1.Br[C:20]1[CH:34]=[CH:33][C:23]([O:24][CH2:25][O:26][CH2:27][CH2:28][Si:29]([CH3:32])([CH3:31])[CH3:30])=[C:22]([O:35][CH3:36])[CH:21]=1.[O-]P([O-])([O-])=O.[K+].[K+].[K+]>O1CCOCC1.C(Cl)Cl.[Cu]I>[Cl:11][C:12]1[CH:17]=[CH:16][N:15]([C:20]2[CH:34]=[CH:33][C:23]([O:24][CH2:25][O:26][CH2:27][CH2:28][Si:29]([CH3:31])([CH3:30])[CH3:32])=[C:22]([O:35][CH3:36])[CH:21]=2)[C:14](=[O:18])[CH:13]=1 |f:3.4.5.6|. Yield: 81.0%. Run in O1CCOCC1 (Dioxane), C(Cl)Cl (DCM). Starting materials: ClC=1C=C(C=CC1OCC1=CC(=CC=C1)F)NC1=NC=NC(=C1N)I (N4-{3-chloro-4-[(3-fluorobenzyl)oxy]phenyl}-6-iodopyrimidine-4,5-diamine), C(CCC#C)O (4-pentyn-1-ol), C(CCC#C)O (4-Pentyn-1-ol). The reagents and catalysts are Cl[Pd]([P](C1=CC=CC=C1)(C2=CC=CC=C2)C3=CC=CC=C3)([P](C4=CC=CC=C4)(C5=CC=CC=C5)C6=CC=CC=C6)Cl (bis(triphenylphosphine)palladium(II) dichloride), [Cu]I (copper(I) iodide), Cl[Pd]([P](C1=CC=CC=C1)(C2=CC=CC=C2)C3=CC=CC=C3)([P](C4=CC=CC=C4)(C5=CC=CC=C5)C6=CC=CC=C6)Cl (bis(triphenylphosphine)palladium(II) dichloride), [Cu]I (copper(I) iodide). The solvent is C(C)#N.C(C)N(CC)CC (acetonitrile triethylamine). Reaction conditions: time 24 hour. Product: NC=1C(=NC=NC1NC1=CC(=C(C=C1)OCC1=CC(=CC=C1)F)Cl)C#CCCCO (5-[5-amino-6-({3-chloro-4-[(3-fluorobenzyl)oxy]phenyl}amino)pyrimidin-4-yl]pent-4-yn-1-ol). The yield is 57.8%. As a reaction SMILES: [Cl:1][C:2]1[CH:3]=[C:4]([NH:17][C:18]2[C:23]([NH2:24])=[C:22](I)[N:21]=[CH:20][N:19]=2)[CH:5]=[CH:6][C:7]=1[O:8][CH2:9][C:10]1[CH:15]=[CH:14][CH:13]=[C:12]([F:16])[CH:11]=1.[CH2:26]([OH:31])[CH2:27][CH2:28][C:29]#[CH:30]>C(#N)C.C(N(CC)CC)C.Cl[Pd](Cl)([P](C1C=CC=CC=1)(C1C=CC=CC=1)C1C=CC=CC=1)[P](C1C=CC=CC=1)(C1C=CC=CC=1)C1C=CC=CC=1.[Cu]I>[NH2:24][C:23]1[C:22]([C:30]#[C:29][CH2:28][CH2:27][CH2:26][OH:31])=[N:21][CH:20]=[N:19][C:18]=1[NH:17][C:4]1[CH:5]=[CH:6][C:7]([O:8][CH2:9][C:10]2[CH:15]=[CH:14][CH:13]=[C:12]([F:16])[CH:11]=2)=[C:2]([Cl:1])[CH:3]=1 |f:2.3,^1:44,63|. Procedure details: To a solution of N4-{3-chloro-4-[(3-fluorobenzyl)oxy]phenyl}-6-iodopyrimidine-4,5-diamine (300 mg) and 4-pentyn-1-ol (65 mg) in acetonitrile-triethylamine (6.0 mL-4.5 mL) were added bis(triphenylphosphine)palladium(II) dichloride (22.5 mg) and copper(I) iodide (7.3 mg) at room temperature, and the mixture was stirred at room temperature under an argon atmosphere for 24 hrs. 4-Pentyn-1-ol (65 mg), bis(triphenylphosphine)palladium(II) dichloride (22.5 mg) and copper(I) iodide (7.3 mg) were added t... The yield is 86.2%. Procedure details: 566 mg of 1-Benzyl-4-phenyl-piperidin-4-ol (67) were dissolved in 6 ml of dry dimethyl acetamide. 48 mg of sodium hydride (95%) were added and after 1 h of stirring, 580 mg of 1-benzyloxy-7-chloro-6-fluoro-isoquinoline (61), dissolved in 6 ml of dry dimethyl acetamide were added. The course of the reaction was monitored by LCMS and 50 mg of sodium hydride were added several times until no further conversion could be observed. 10 mL of water were added. The resulting precipitate was purified by s... RXN SMILES: [CH2:1]([N:8]1[CH2:13][CH2:12][C:11]([C:15]2[CH:20]=[CH:19][CH:18]=[CH:17][CH:16]=2)([OH:14])[CH2:10][CH2:9]1)[C:2]1[CH:7]=[CH:6][CH:5]=[CH:4][CH:3]=1.[H-].[Na+].[CH2:23]([O:30][C:31]1[C:40]2[C:35](=[CH:36][C:37](F)=[C:38]([Cl:41])[CH:39]=2)[CH:34]=[CH:33][N:32]=1)[C:24]1[CH:29]=[CH:28][CH:27]=[CH:26][CH:25]=1.O>CC(N(C)C)=O>[CH2:23]([O:30][C:31]1[C:40]2[C:35](=[CH:36][C:37]([O:14][C:11]3([C:15]4[CH:20]=[CH:19][CH:18]=[CH:17][CH:16]=4)[CH2:10][CH2:9][N:8]([CH2:1][C:2]4[CH:3]=[CH:4][CH:5]=[CH:6][CH:7]=4)[CH2:13][CH2:12]3)=[C:38]([Cl:41])[CH:39]=2)[CH:34]=[CH:33][N:32]=1)[C:24]1[CH:25]=[CH:26][CH:27]=[CH:28][CH:29]=1 |f:1.2|. Reactants: C(C1=CC=CC=C1)OC1=NC=CC2=CC(=C(C=C12)Cl)F (1-Benzyloxy-7-chloro-6-fluoro-isoquinoline), [H-].[Na+] (sodium hydride), C(C1=CC=CC=C1)N1CCC(CC1)(O)C1=CC=CC=C1 (1-Benzyl-4-phenyl-piperidin-4-ol), [H-].[Na+] (sodium hydride), O (water). Product: C(C1=CC=CC=C1)OC1=NC=CC2=CC(=C(C=C12)Cl)OC1(CCN(CC1)CC1=CC=CC=C1)C1=CC=CC=C1 (1-Benzyloxy-6-(1-benzyl-4-phenyl-piperidin-4-yloxy)-7-chloro-isoquinoline). Run in CC(=O)N(C)C (dimethyl acetamide), CC(=O)N(C)C (dimethyl acetamide).